This data is from the Open Reaction Database (ORD), a public repository of structured organic reaction records. The task is: describe an organic reaction: reactants, conditions, products, and yield Starting materials: Nc1ccc2c(c1)OCO2, O=Cc1ccccc1Cl. Product: Nc1cc2c(cc1C(=O)c1ccccc1Cl)OCO2. RXN SMILES: [CH2:10]1[O:11][c:12]2[cH:13][c:14]([NH2:15])[cH:16][cH:17][c:18]2[O:19]1.[Cl:1][c:2]1[c:3]([CH:4]=[O:5])[cH:6][cH:7][cH:8][cH:9]1>>[Cl:1][c:2]1[c:3]([C:4](=[O:5])[c:16]2[c:14]([NH2:15])[cH:13][c:12]3[c:18]([cH:17]2)[O:19][CH2:10][O:11]3)[cH:6][cH:7][cH:8][cH:9]1.